Task: describe an organic reaction: reactants, conditions, products, and yield. Dataset: the Open Reaction Database (ORD), a public repository of structured organic reaction records Starting materials: [Br-], [Br-], [Br-], C[N+](C)(C)Cc1ccccc1, C[N+](C)(C)Cc1ccccc1, C[N+](C)(C)Cc1ccccc1, COc1ccc2c(c1)C(C)(C)CN2C(C)=O, CO. Yields the product COc1cc2c(cc1Br)N(C(C)=O)CC2(C)C. As a reaction SMILES: [Br-:17].[Br-:18].[Br-:19].[CH2:20]([N+:21]([CH3:22])([CH3:23])[CH3:24])[c:25]1[cH:26][cH:27][cH:28][cH:29][cH:30]1.[CH2:31]([N+:32]([CH3:33])([CH3:34])[CH3:35])[c:36]1[cH:37][cH:38][cH:39][cH:40][cH:41]1.[CH2:42]([N+:43]([CH3:44])([CH3:45])[CH3:46])[c:47]1[cH:48][cH:49][cH:50][cH:51][cH:52]1.[CH3:1][C:2]1([CH3:16])[CH2:3][N:4]([C:13]([CH3:14])=[O:15])[c:5]2[cH:6][cH:7][c:8]([O:11][CH3:12])[cH:9][c:10]21.[CH3:53][OH:54]>>[CH3:1][C:2]1([CH3:16])[CH2:3][N:4]([C:13]([CH3:14])=[O:15])[c:5]2[cH:6][c:7]([Br:17])[c:8]([O:11][CH3:12])[cH:9][c:10]21. Reactants: [Al] (aluminum), C(CCCCCCCCC(=O)[O-])(=O)[O-].[Na+].[Na+] (sodium sebacate), C(CCCCCCCCC(=O)[O-])(=O)[O-].[Na+].[Na+] (sodium sebacate), [N+](=O)([O-])[O-].[Al+3].[N+](=O)([O-])[O-].[N+](=O)([O-])[O-] (aluminum nitrate), C(CCCCCCCCC(=O)[O-])(=O)[O-].[Na+].[Na+] (sodium sebacate), ( 1 ), aqueous solution. Yields the product C(CCCCCCCCC(=O)[O-])(=O)[O-].[Al+3].C(CCCCCCCCC(=O)[O-])(=O)[O-].C(CCCCCCCCC(=O)[O-])(=O)[O-].[Al+3] (aluminum sebacate), ( II ). As a reaction SMILES: [N+]([O-])([O-])=O.[Al+3:5].[N+]([O-])([O-])=O.[N+]([O-])([O-])=O.[C:14]([O-:27])(=[O:26])[CH2:15][CH2:16][CH2:17][CH2:18][CH2:19][CH2:20][CH2:21][CH2:22][C:23]([O-:25])=[O:24].[Na+].[Na+].[Al]>>[C:14]([O-:27])(=[O:26])[CH2:15][CH2:16][CH2:17][CH2:18][CH2:19][CH2:20][CH2:21][CH2:22][C:23]([O-:25])=[O:24].[Al+3:5].[C:14]([O-:27])(=[O:26])[CH2:15][CH2:16][CH2:17][CH2:18][CH2:19][CH2:20][CH2:21][CH2:22][C:23]([O-:25])=[O:24].[C:14]([O-:27])(=[O:26])[CH2:15][CH2:16][CH2:17][CH2:18][CH2:19][CH2:20][CH2:21][CH2:22][C:23]([O-:25])=[O:24].[Al+3:5] |f:0.1.2.3,4.5.6,8.9.10.11.12|. Procedure: An aluminum sebacate soap (aluminum sebacate soap (II)) is synthesized in the same manner as that described in the item (1) except that a 5% aqueous solution of aluminum nitrate corresponding to a half amount of that described above, that is, 1.025 moles with respect to 1 mole of sodium sebacate is added to the aqueous solution of sodium sebacate. It should be noted that the concentration of sodium sebacate is adjusted in such a manner that the theoretical aluminum soap concentration is 1%. The reactants are NCc1ccc(Cl)c(Cl)c1, Cc1cc(Cl)c2ccccc2n1. Yields the product Cc1cc(NCc2ccc(Cl)c(Cl)c2)c2ccccc2n1. As a reaction SMILES: [Cl:13][c:14]1[cH:15][c:16]([CH2:17][NH2:18])[cH:19][cH:20][c:21]1[Cl:22].[Cl:1][c:2]1[cH:3][c:4]([CH3:12])[n:5][c:6]2[cH:7][cH:8][cH:9][cH:10][c:11]12>>[c:2]1([NH:18][CH2:17][c:16]2[cH:15][c:14]([Cl:13])[c:21]([Cl:22])[cH:20][cH:19]2)[cH:3][c:4]([CH3:12])[n:5][c:6]2[cH:7][cH:8][cH:9][cH:10][c:11]12. Reaction conditions: time 2.5 hour. Reactants: C(=O)(OC(C)(C)C)N1CCC(CC1)C1=NN=NN1 (N-Boc-4-(tetrazol-5-yl)piperidine), C(C)(=O)Cl (acetyl chloride), Cl (hydrochloric acid). RXN SMILES: C([N:8]1[CH2:13][CH2:12][CH:11]([C:14]2[NH:18][N:17]=[N:16][N:15]=2)[CH2:10][CH2:9]1)(OC(C)(C)C)=O.C(Cl)(=O)C.Cl>CO>[NH:18]1[C:14]([CH:11]2[CH2:12][CH2:13][NH:8][CH2:9][CH2:10]2)=[N:15][N:16]=[N:17]1. Solvent: CO (methanol), CO (methanol). Yields the product N1N=NN=C1C1CCNCC1 (4-(Tetrazol-5-yl)piperidine). Procedure details: To 100 mg of the solid from Step A was added a solution of 0.30 mL of acetyl chloride in 5 mL of methanol (generates a methanol solution of hydrochloric acid). After 2.5 hours at room temperature, the reaction was evaporated to dryness, triturated twice with ether and vacuum dried to give the title compound as a tan solid. Reactants: CI, CN(C)C=O, Cn1ncc(C(=O)NC2CC3CCC2(C)C3(C)C)c1-c1ccccc1, [H-], [Na+], O. The product is CN(C(=O)c1cnn(C)c1-c1ccccc1)C1CC2CCC1(C)C2(C)C. Reaction SMILES: [CH3:28][I:29].[CH3:31][N:32]([CH3:33])[CH:34]=[O:35].[CH3:3][C:4]12[CH:5]([NH:13][C:14](=[O:15])[c:16]3[cH:17][n:18][n:19]([CH3:27])[c:20]3-[c:21]3[cH:22][cH:23][cH:24][cH:25][cH:26]3)[CH2:6][CH:7]([CH2:8][CH2:9]1)[C:10]2([CH3:11])[CH3:12].[H-:1].[Na+:2].[OH2:30]>>[CH3:3][C:4]12[CH:5]([N:13]([C:14](=[O:15])[c:16]3[cH:17][n:18][n:19]([CH3:27])[c:20]3-[c:21]3[cH:22][cH:23][cH:24][cH:25][cH:26]3)[CH3:28])[CH2:6][CH:7]([CH2:8][CH2:9]1)[C:10]2([CH3:11])[CH3:12].